Dataset: the Open Reaction Database (ORD), a public repository of structured organic reaction records. Task: describe an organic reaction: reactants, conditions, products, and yield Reactants: C1COCCN1, CC1(C)OC(=O)C(=CC(=O)Cl)O1, ClCCl, NCc1ccc(F)cc1. Product: CC1(C)OC(=O)C(=CC(=O)NCc2ccc(F)cc2)O1. As a reaction SMILES: [CH2:10]1[NH:11][CH2:12][CH2:13][O:14][CH2:15]1.[CH3:16][C:17]1([CH3:27])[O:18][C:19](=[O:26])[C:20](=[CH:22][C:23](=[O:24])[Cl:25])[O:21]1.[Cl:28][CH2:29][Cl:30].[F:1][c:2]1[cH:3][cH:4][c:5]([CH2:6][NH2:7])[cH:8][cH:9]1>>[F:1][c:2]1[cH:3][cH:4][c:5]([CH2:6][NH:7][C:23]([CH:22]=[C:20]2[C:19](=[O:26])[O:18][C:17]([CH3:16])([CH3:27])[O:21]2)=[O:24])[cH:8][cH:9]1. Starting materials: FC1=CC=C(C=C1)CCC(=O)Cl (3-(4-fluoro-phenyl)-propionyl chloride), COC1=CC=CC=C1 (methylphenyl ether), ( 100 ). Reagents/catalysts: [Al+3].[Cl-].[Cl-].[Cl-] (AlCl3). Yields the product FC1=CC=C(C=C1)CCC(=O)C1=CC=C(C=C1)OC (3-(4-fluoro-phenyl)-1-(4-methoxy-phenyl)-propan-1-one). Yield: 100.0%. RXN SMILES: [F:1][C:2]1[CH:7]=[CH:6][C:5]([CH2:8][CH2:9][C:10](Cl)=[O:11])=[CH:4][CH:3]=1.[CH3:13][O:14][C:15]1[CH:20]=[CH:19][CH:18]=[CH:17][CH:16]=1>[Al+3].[Cl-].[Cl-].[Cl-]>[F:1][C:2]1[CH:7]=[CH:6][C:5]([CH2:8][CH2:9][C:10]([C:18]2[CH:19]=[CH:20][C:15]([O:14][CH3:13])=[CH:16][CH:17]=2)=[O:11])=[CH:4][CH:3]=1 |f:2.3.4.5|. Procedure: A procedure similar to step 2 of Example 1 was used. 3-(4-fluoro-phenyl)-propionyl chloride prepared in the step 1 and methylphenyl ether were used as starting materials, and anhydrous AlCl3 was used as catalyst. The obtained product was a white solid in a yield of 100%, mp: 80-81 └. 1H-NMR (CDCl3, 400 MHz) δ: 3.05 (2H, t, J=7.84 Hz, ArH), 3.23 (2H, t, J=7.84 Hz, ArH), 3.87 (3H, s, OCH3), 6.92 (2H, d, J=8.68 Hz, ArH), 6.97 (2H, t, 3JFH=3JHH=8.72 Hz, ArH), 7.21 (2H, dd, 3JHH=8.68 Hz, 4JFH=5.60 Hz... Reactants: O=S1(CCN(CC1)CC(=O)N[C@]12[C@@H]([C@H]3CC[C@@H]4[C@]5(CC=C(C([C@@H]5CC[C@]4([C@@]3(CC1)C)C)(C)C)C1=CC=C(C(=O)OC)C=C1)C)[C@@H](CC2)C(C)C)=O (methyl 4-[(1S,3aS,5aR,5bR,7aR,11aS,11bR,13aR,13bR)-3a-[[2-(1,1-dioxo-1,4-thiazinan-4-yl)acetyl]amino]-1-isopropyl-5a,5b,8,8,11a-pentamethyl-1,2,3,4,5,6,7,7a,11,11b,12,13,13a,13b-tetradecahydrocyclopenta[a]chrysen-9-yl]benzoate), C(=O)(C(F)(F)F)O (TFA), solution, O.[OH-].[Li+] (lithium hydroxide monohydrate). Run in C1CCOC1 (THF), O (H2O). Run at temperature 75 celsius, time 5.5 hour. Yields the product O=S1(CCN(CC1)CC(=O)N[C@]12[C@@H]([C@H]3CC[C@@H]4[C@]5(CC=C(C([C@@H]5CC[C@]4([C@@]3(CC1)C)C)(C)C)C1=CC=C(C(=O)O)C=C1)C)[C@@H](CC2)C(C)C)=O (4-((1S,3aS,5aR,5bR,7aR,11aS,11bR,13aR,13bR)-3a-(((1,1-dioxido-4-thiomorpholinyl)acetyl)amino)-1-isopropyl-5a,5b,8,8,11a-pentamethyl-2,3,3a,4,5,5a,5b,6,7,7a,8,11,11a,11b,12,13,13a,13b-octadecahydro-1H-cyclopenta[a]chrysen-9-yl)benzoic acid), C(=O)(C(F)(F)F)O (TFA). Isolated yield 54.1%. Reaction SMILES: [O:1]=[S:2]1(=[O:51])[CH2:7][CH2:6][N:5]([CH2:8][C:9]([NH:11][C@:12]23[CH2:47][CH2:46][C@@H:45]([CH:48]([CH3:50])[CH3:49])[C@@H:13]2[C@@H:14]2[C@@:27]([CH3:30])([CH2:28][CH2:29]3)[C@@:26]3([CH3:31])[C@@H:17]([C@:18]4([CH3:44])[C@@H:23]([CH2:24][CH2:25]3)[C:22]([CH3:33])([CH3:32])[C:21]([C:34]3[CH:43]=[CH:42][C:37]([C:38]([O:40]C)=[O:39])=[CH:36][CH:35]=3)=[CH:20][CH2:19]4)[CH2:16][CH2:15]2)=[O:10])[CH2:4][CH2:3]1.[C:52]([OH:58])([C:54]([F:57])([F:56])[F:55])=[O:53].O.[OH-].[Li+]>C1COCC1.O>[O:51]=[S:2]1(=[O:1])[CH2:7][CH2:6][N:5]([CH2:8][C:9]([NH:11][C@:12]23[CH2:47][CH2:46][C@@H:45]([CH:48]([CH3:49])[CH3:50])[C@@H:13]2[C@@H:14]2[C@@:27]([CH3:30])([CH2:28][CH2:29]3)[C@@:26]3([CH3:31])[C@@H:17]([C@:18]4([CH3:44])[C@@H:23]([CH2:24][CH2:25]3)[C:22]([CH3:33])([CH3:32])[C:21]([C:34]3[CH:43]=[CH:42][C:37]([C:38]([OH:40])=[O:39])=[CH:36][CH:35]=3)=[CH:20][CH2:19]4)[CH2:16][CH2:15]2)=[O:10])[CH2:4][CH2:3]1.[C:52]([OH:58])([C:54]([F:57])([F:56])[F:55])=[O:53] |f:2.3.4|. Procedure details: To a solution of methyl 4-[(1S,3aS,5aR,5bR,7aR,11aS,11bR,13aR,13bR)-3a-[[2-(1,1-dioxo-1,4-thiazinan-4-yl)acetyl]amino]-1-isopropyl-5a,5b,8,8,11a-pentamethyl-1,2,3,4,5,6,7,7a,11,11b,12,13,13a,13b-tetradecahydrocyclopenta[a]chrysen-9-yl]benzoate, TFA (33 mg, 0.040 mmol) in THF (Volume: 3 mL) was added a 0.753 molar solution of lithium hydroxide monohydrate (0.316 mL, 0.158 mmol) in H2O. The reaction mixture was heated to 75° C. After 5.5 h, the reaction was concentrated to dryness. The crude resid... The reactants are BrC1=NN(C2=CC=CC(=C12)[N+](=O)[O-])CC(=O)OCC (ethyl 2-(3-bromo-4-nitro-1H-indazol-1-yl)acetate), NN (hydrazine). Solvent: CCO (EtOH). Yields the product BrC1=NN(C2=CC=CC(=C12)[N+](=O)[O-])CC(=O)NN (2-(3-bromo-4-nitro-1H-indazol-1-yl)acetohydrazide). Isolated yield 61.1%. Reaction SMILES: [Br:1][C:2]1[C:10]2[C:5](=[CH:6][CH:7]=[CH:8][C:9]=2[N+:11]([O-:13])=[O:12])[N:4]([CH2:14][C:15]([O:17]CC)=O)[N:3]=1.[NH2:20][NH2:21]>CCO>[Br:1][C:2]1[C:10]2[C:5](=[CH:6][CH:7]=[CH:8][C:9]=2[N+:11]([O-:13])=[O:12])[N:4]([CH2:14][C:15]([NH:20][NH2:21])=[O:17])[N:3]=1. Procedure: A solution of ethyl 2-(3-bromo-4-nitro-1H-indazol-1-yl)acetate (1.48 g, 4.51 mmol) in absolute EtOH (20 mL) was treated at ambient temperature with hydrazine (1.45 g, 45.1 mmol) and was heated at reflux for 16 hours under a nitrogen atmosphere. The reaction mixture was cooled to ambient temperature, and the precipitate was isolated by filtration. The solids were dried under vacuum to afford the product (0.865 g) as a tan powder. Starting materials: O=C([O-])[O-], BrCc1ccccc1, C1CCOC1, CCCCCC, CCOC(C)=O, CC(C)=O, [K+], [K+], O, CC(=O)Nc1ccc([N+](=O)[O-])cc1O. The product is CC(=O)Nc1ccc([N+](=O)[O-])cc1OCc1ccccc1. As a reaction SMILES: [C:15](=[O:16])([O-:17])[O-:18].[CH2:21]([c:22]1[cH:23][cH:24][cH:25][cH:26][cH:27]1)[Br:28].[CH2:45]1[O:46][CH2:47][CH2:48][CH2:49]1.[CH3:29][CH2:30][CH2:31][CH2:32][CH2:33][CH3:34].[CH3:35][CH2:36][O:37][C:38]([CH3:39])=[O:40].[CH3:41][C:42](=[O:43])[CH3:44].[K+:19].[K+:20].[OH2:50].[OH:1][c:2]1[c:3]([NH:11][C:12]([CH3:13])=[O:14])[cH:4][cH:5][c:6]([N+:8](=[O:9])[O-:10])[cH:7]1>>[O:1]([c:2]1[c:3]([NH:11][C:12]([CH3:13])=[O:14])[cH:4][cH:5][c:6]([N+:8](=[O:9])[O-:10])[cH:7]1)[CH2:21][c:22]1[cH:23][cH:24][cH:25][cH:26][cH:27]1. Starting materials: O=C([O-])[O-], CC(=O)[O-], CC(=O)[O-], Cc1ccccc1, [Cs+], [Cs+], COC(=O)c1ccc(OC)cc1I, Nc1ccc(F)cc1, [Pd+2]. Yields the product COC(=O)c1ccc(OC)cc1Nc1ccc(F)cc1. RXN SMILES: [C:14](=[O:15])([O-:16])[O-:17].[C:28]([O-:29])(=[O:30])[CH3:31].[C:33]([O-:34])(=[O:35])[CH3:36].[CH3:37][c:38]1[cH:39][cH:40][cH:41][cH:42][cH:43]1.[Cs+:18].[Cs+:19].[I:1][c:2]1[c:3]([C:4](=[O:5])[O:6][CH3:7])[cH:8][cH:9][c:10]([O:12][CH3:13])[cH:11]1.[NH2:20][c:21]1[cH:22][cH:23][c:24]([F:25])[cH:26][cH:27]1.[Pd+2:32]>>[c:2]1([NH:20][c:21]2[cH:22][cH:23][c:24]([F:25])[cH:26][cH:27]2)[c:3]([C:4](=[O:5])[O:6][CH3:7])[cH:8][cH:9][c:10]([O:12][CH3:13])[cH:11]1.